The task is: describe an organic reaction: reactants, conditions, products, and yield. This data is from the Open Reaction Database (ORD), a public repository of structured organic reaction records. The reactants are ClC1=C(C=CC(=C1)Cl)C(CC(=O)CC(C1=C(C=C(C=C1)Cl)Cl)Cl)Cl (2.4-dichloro-phenyl-β-chloro-ethylketone), NC(=S)N (thiourea). Run in C(C)O (ethanol). Conditions: time 3.5 hour. Product: Cl.NC1SC=CC(=N1)C1=C(C=C(C=C1)Cl)Cl (2-amino-4-(2,4-dichloro-phenyl)-1,3-thiazine-hydrochloride). RXN SMILES: [Cl:1][C:2]1[CH:7]=[C:6]([Cl:8])[CH:5]=[CH:4][C:3]=1[CH:9](Cl)[CH2:10][C:11](CC(Cl)C1C=CC(Cl)=CC=1Cl)=O.[NH2:25][C:26]([NH2:28])=[S:27]>C(O)C>[ClH:1].[NH2:25][CH:26]1[N:28]=[C:9]([C:3]2[CH:4]=[CH:5][C:6]([Cl:8])=[CH:7][C:2]=2[Cl:1])[CH:10]=[CH:11][S:27]1 |f:3.4|. Procedure details: 24.0 g (0.1 mol) of 2.4-dichloro-phenyl-β-chloro-ethylketone (95%) are heated under reflux with 7.6 g (0.1 mol) of thiourea in 100 ml of ethanol. After approximately 3.5 hours, the reaction product has separated off as colourless crystals; 23.7 g (approximately 85% of the theory) of 2-amino-4-(2,4-dichloro-phenyl)-1,3-thiazine-hydrochloride are obtained as colourless crystals with a melting point of 236° C. Reactants: CCOC(=O)N=c1sn(C(C)(C)C)cc1Cc1ccco1, ClC(Cl)Cl, ClCCl. Yields the product CC(C)(C)n1cc(Cc2ccco2)c(=N)s1. Reaction SMILES: [C:1]([CH3:2])([CH3:3])([CH3:4])[n:5]1[s:6][c:7](=[N:16][C:17](=[O:18])[O:19][CH2:20][CH3:21])[c:8]([CH2:10][c:11]2[o:12][cH:13][cH:14][cH:15]2)[cH:9]1.[CH:22]([Cl:23])([Cl:24])[Cl:25].[Cl:26][CH2:27][Cl:28]>>[C:1]([CH3:2])([CH3:3])([CH3:4])[n:5]1[s:6][c:7](=[NH:16])[c:8]([CH2:10][c:11]2[o:12][cH:13][cH:14][cH:15]2)[cH:9]1.